Dataset: the Open Reaction Database (ORD), a public repository of structured organic reaction records. Task: describe an organic reaction: reactants, conditions, products, and yield The reactants are OC1=C(C=NN1C)C(=O)OCC (ethyl 5-hydroxy-1-methyl-4-pyrazole carboxylate), P(=O)(Cl)(Cl)Cl (phosphorus oxychloride). Reaction conditions: time 65 hour. Yields the product ClC1=C(C=NN1C)C(=O)O (5-chloro-1-methyl-4-pyrazole carboxylic acid). As a reaction SMILES: O[C:2]1[N:6]([CH3:7])[N:5]=[CH:4][C:3]=1[C:8]([O:10]CC)=[O:9].P(Cl)(Cl)([Cl:15])=O>>[Cl:15][C:2]1[N:6]([CH3:7])[N:5]=[CH:4][C:3]=1[C:8]([OH:10])=[O:9]. Reported procedure: A mixture of 10 g of ethyl 5-hydroxy-1-methyl-4-pyrazole carboxylate and 50 ml of phosphorus oxychloride was stirred at 90° to 100° C. for 65 hours. Excessive phosphorus oxychloride was evaporated under reduced pressure, and the residue was poured into ice-water. The precipitated crystals were filtered and dried to obtain 4.5 g of 5-chloro-1-methyl-4-pyrazole carboxylic acid. The filtrate was neutralized with aqueous ammonia (28%) and extracted with ether. After drying of the extract, evaporatio... Starting materials: COC=1C=C2CCN(C2=CC1)CCCN1N=CC(=C1)NC(=O)C=1N=COC1C=1C=C(C=CC1)C (N-(1-(3-(5-methoxyindolin-1-yl)propyl)-1H-pyrazol-4-yl)-5-(m-tolyl)oxazole-4-carboxamide). The reagents and catalysts are O=[Mn]=O (MnO2). Run in CC(=O)C (acetone), CC(=O)C (acetone). Product: COC=1C=C2C=CN(C2=CC1)CCCN1N=CC(=C1)NC(=O)C=1N=COC1C=1C=C(C=CC1)C (N-(1-(3-(5-methoxy-1H-indol-1-yl)propyl)-1H-pyrazol-4-yl)-5-(m-tolyl)oxazole-4-carboxamide). Yield: 7.3%. As a reaction SMILES: [CH3:1][O:2][C:3]1[CH:4]=[C:5]2[C:9](=[CH:10][CH:11]=1)[N:8]([CH2:12][CH2:13][CH2:14][N:15]1[CH:19]=[C:18]([NH:20][C:21]([C:23]3[N:24]=[CH:25][O:26][C:27]=3[C:28]3[CH:29]=[C:30]([CH3:34])[CH:31]=[CH:32][CH:33]=3)=[O:22])[CH:17]=[N:16]1)[CH2:7][CH2:6]2>CC(C)=O.O=[Mn]=O>[CH3:1][O:2][C:3]1[CH:4]=[C:5]2[C:9](=[CH:10][CH:11]=1)[N:8]([CH2:12][CH2:13][CH2:14][N:15]1[CH:19]=[C:18]([NH:20][C:21]([C:23]3[N:24]=[CH:25][O:26][C:27]=3[C:28]3[CH:29]=[C:30]([CH3:34])[CH:31]=[CH:32][CH:33]=3)=[O:22])[CH:17]=[N:16]1)[CH:7]=[CH:6]2. Procedure details: A solution of N-(1-(3-(5-methoxyindolin-1-yl)propyl)-1H-pyrazol-4-yl)-5-(m-tolyl)oxazole-4-carboxamide (69 mg, 0.15 mmol) in acetone (1.0 mL) was added dropwise to a suspension of MnO2 (50 mg, 0.575 mmol) in acetone (0.5 mL). After stirring the dark reaction mixture for 18 h, the mixture was filtered over celite, rinsed with acetone and the solvent was removed under reduced pressure. Purification by prep. HPLC yielded the title compound (5 mg) as a brown oil. LC-MS conditions D: tR=1.12 min, [M+... The reactants are C(CC)C1=NC2=C(N1CC1=CC=C(C=C1)C=1C(=CC=CC1)C(=O)OC(C)(C)C)C=C(C=C2C)C=2N=CN(C2)CC(F)(F)F (tert.butyl 4'-[(2-n- propyl-4-methyl-6-(1-(2,2,2-trifluoroethyl)-imidazol-4-yl)-benzimidazol-1-yl)-methyl]-biphenyl-2-carboxylate), FC(C(=O)O)(F)F (trifluoroacetic acid). Solvent: C(Cl)Cl (methylene chloride). The product is C(CC)C1=NC2=C(N1CC1=CC=C(C=C1)C=1C(=CC=CC1)C(=O)O)C=C(C=C2C)C=2N=CN(C2)CC(F)(F)F (4'-[(2-n-Propyl-4-methyl-6-(1-(2,2,2-trifluoroethyl)-imidazol-4-yl)-benzimidazol-1-yl)-methyl]-biphenyl-2-carboxylic acid). Reaction SMILES: [CH2:1]([C:4]1[N:8]([CH2:9][C:10]2[CH:15]=[CH:14][C:13]([C:16]3[C:17]([C:22]([O:24]C(C)(C)C)=[O:23])=[CH:18][CH:19]=[CH:20][CH:21]=3)=[CH:12][CH:11]=2)[C:7]2[CH:29]=[C:30]([C:34]3[N:35]=[CH:36][N:37]([CH2:39][C:40]([F:43])([F:42])[F:41])[CH:38]=3)[CH:31]=[C:32]([CH3:33])[C:6]=2[N:5]=1)[CH2:2][CH3:3].FC(F)(F)C(O)=O>C(Cl)Cl>[CH2:1]([C:4]1[N:8]([CH2:9][C:10]2[CH:15]=[CH:14][C:13]([C:16]3[C:17]([C:22]([OH:24])=[O:23])=[CH:18][CH:19]=[CH:20][CH:21]=3)=[CH:12][CH:11]=2)[C:7]2[CH:29]=[C:30]([C:34]3[N:35]=[CH:36][N:37]([CH2:39][C:40]([F:41])([F:42])[F:43])[CH:38]=3)[CH:31]=[C:32]([CH3:33])[C:6]=2[N:5]=1)[CH2:2][CH3:3]. Procedure details: Prepared analogously to Example 88 from tert.butyl 4'-[(2-n- propyl-4-methyl-6-(1-(2,2,2-trifluoroethyl)-imidazol-4-yl)-benzimidazol-1-yl)-methyl]-biphenyl-2-carboxylate and trifluoroacetic acid in methylene chloride. The reactants are CNC(=O)c1ccc(-c2cnc3ncc(Br)n3c2)cc1F, C1COCCO1, CCN(C(C)C)C(C)C, O=C(C=Cc1ccccc1)C=Cc1ccccc1, O=C(C=Cc1ccccc1)C=Cc1ccccc1, O=C(C=Cc1ccccc1)C=Cc1ccccc1, [Pd], [Pd], Sc1ccc2ncccc2c1. The product is CNC(=O)c1ccc(-c2cnc3ncc(Sc4ccc5ncccc5c4)n3c2)cc1F. Reaction SMILES: [Br:10][c:11]1[cH:12][n:13][c:14]2[n:15]1[cH:16][c:17](-[c:20]1[cH:21][c:22]([F:30])[c:23]([C:24](=[O:25])[NH:26][CH3:27])[cH:28][cH:29]1)[cH:18][n:19]2.[CH2:42]1[O:43][CH2:44][CH2:45][O:46][CH2:47]1.[CH:1]([N:2]([CH2:3][CH3:4])[CH:5]([CH3:6])[CH3:7])([CH3:8])[CH3:9].[CH:50](=[CH:51][C:52]([CH:53]=[CH:54][c:55]1[cH:56][cH:57][cH:58][cH:59][cH:60]1)=[O:61])[c:62]1[cH:63][cH:64][cH:65][cH:66][cH:67]1.[CH:68](=[CH:69][C:70]([CH:71]=[CH:72][c:73]1[cH:74][cH:75][cH:76][cH:77][cH:78]1)=[O:79])[c:80]1[cH:81][cH:82][cH:83][cH:84][cH:85]1.[CH:86](=[CH:87][C:88]([CH:89]=[CH:90][c:91]1[cH:92][cH:93][cH:94][cH:95][cH:96]1)=[O:97])[c:98]1[cH:99][cH:100][cH:101][cH:102][cH:103]1.[Pd:48].[Pd:49].[n:31]1[cH:32][cH:33][cH:34][c:35]2[cH:36][c:37]([SH:41])[cH:38][cH:39][c:40]12>>[c:11]1([S:41][c:37]2[cH:36][c:35]3[cH:34][cH:33][cH:32][n:31][c:40]3[cH:39][cH:38]2)[cH:12][n:13][c:14]2[n:15]1[cH:16][c:17](-[c:20]1[cH:21][c:22]([F:30])[c:23]([C:24](=[O:25])[NH:26][CH3:27])[cH:28][cH:29]1)[cH:18][n:19]2. Starting materials: CN(C=CC(=O)C1=CC(=NC=C1)Cl)C (3-dimethylamino-1-(2-chloro-4-pyridyl)-2-propen-1-one), N(=O)O.COC=1C=C(C=CC1)NC(=N)N (3-methoxy-phenyl-guanidine nitrite), [OH-].[Li+] (lithium hydroxide). Solvent: CC(CC)O (2-butanol). Yields the product COC=1C=C(C=CC1)NC1=NC=CC(=N1)C1=CC(=NC=C1)Cl (N-[3-methoxy-phenyl]-4-(2-chloro-4-pyridyl)-2-pyrimidineamine). Yield: 85.6%. As a reaction SMILES: CN(C)[CH:3]=[CH:4][C:5]([C:7]1[CH:12]=[CH:11][N:10]=[C:9]([Cl:13])[CH:8]=1)=O.N(O)=O.[CH3:18][O:19][C:20]1[CH:21]=[C:22]([NH:26][C:27]([NH2:29])=[NH:28])[CH:23]=[CH:24][CH:25]=1.[OH-].[Li+]>CC(O)CC>[CH3:18][O:19][C:20]1[CH:21]=[C:22]([NH:26][C:27]2[N:29]=[C:5]([C:7]3[CH:12]=[CH:11][N:10]=[C:9]([Cl:13])[CH:8]=3)[CH:4]=[CH:3][N:28]=2)[CH:23]=[CH:24][CH:25]=1 |f:1.2,3.4|. Procedure: A mixture of 3-dimethylamino-1-(2-chloro-4-pyridyl)-2-propen-1-one (2.22 g, 10.5 mmol), 3-methoxy-phenyl-guanidine nitrite (2.40 g, 10.5 mmol), lithium hydroxide (350 mg, 14.5 mmol) in 2-butanol (25 mL) is heated to reflux for 8 hours. The reaction mixture is cooled to room temperature, concentrated and water (60 mL) is added. The resultant solid is collected by filtration and washed with water, isopropanol and dried to give N-[3-methoxy-phenyl]-4-(2-chloro-4-pyridyl)-2-pyrimidineamine (2.81 g);... The reactants are C1CCOC1, [Li]CCCC, C#CC1CCCCC1, ClC(Cl)Cl, COc1cc2cc(OS(=O)(=O)C(F)(F)F)cnc2cc1OC, c1ccc(P(c2ccccc2)(c2ccccc2)[Pd](P(c2ccccc2)(c2ccccc2)c2ccccc2)(P(c2ccccc2)(c2ccccc2)c2ccccc2)P(c2ccccc2)(c2ccccc2)c2ccccc2)cc1. Product: COc1cc2cc(C#CC3CCCCC3)cnc2cc1OC. Reaction SMILES: [CH2:36]1[O:37][CH2:38][CH2:39][CH2:40]1.[CH3:9][CH2:10][CH2:11][CH2:12][Li:13].[CH:1]1([C:7]#[CH:8])[CH2:2][CH2:3][CH2:4][CH2:5][CH2:6]1.[Cl:41][CH:42]([Cl:43])[Cl:44].[F:14][C:15]([F:16])([F:17])[S:18]([O:19][c:20]1[cH:21][n:22][c:23]2[cH:24][c:25]([O:32][CH3:33])[c:26]([O:30][CH3:31])[cH:27][c:28]2[cH:29]1)(=[O:34])=[O:35].[cH:45]1[cH:46][cH:47][c:48]([P:49]([Pd:50]([P:51]([c:52]2[cH:53][cH:54][cH:55][cH:56][cH:57]2)([c:58]2[cH:59][cH:60][cH:61][cH:62][cH:63]2)[c:64]2[cH:65][cH:66][cH:67][cH:68][cH:69]2)([P:70]([c:71]2[cH:72][cH:73][cH:74][cH:75][cH:76]2)([c:77]2[cH:78][cH:79][cH:80][cH:81][cH:82]2)[c:83]2[cH:84][cH:85][cH:86][cH:87][cH:88]2)[P:89]([c:90]2[cH:91][cH:92][cH:93][cH:94][cH:95]2)([c:96]2[cH:97][cH:98][cH:99][cH:100][cH:101]2)[c:102]2[cH:103][cH:104][cH:105][cH:106][cH:107]2)([c:108]2[cH:109][cH:110][cH:111][cH:112][cH:113]2)[c:114]2[cH:115][cH:116][cH:117][cH:118][cH:119]2)[cH:120][cH:121]1>>[CH:1]1([C:7]#[C:8][c:20]2[cH:21][n:22][c:23]3[cH:24][c:25]([O:32][CH3:33])[c:26]([O:30][CH3:31])[cH:27][c:28]3[cH:29]2)[CH2:2][CH2:3][CH2:4][CH2:5][CH2:6]1. Starting materials: ClCCS(=O)(=O)Cl (2-chloroethanesulfonyl chloride), [H-].[Na+] (NaH), C1(CCCCC1)OC1=CC=C(C=N1)C=1C(=NC=CN1)N (3-[6-(cyclohexyloxy)pyridin-3-yl]pyrazin-2-amine). Run in C1CCOC1 (THF), C1CCOC1 (THF). Run at time 10 minute. Product: C1(CCCCC1)OC1=CC=C(C=N1)C1=NC=CN2C1=NS(CC2)(=O)=O (9-[6-(cyclohexyloxy)pyridin-3-yl]-3,4-dihydropyrazino[2,1-c][1,2,4]thiadiazine 2,2-dioxide). RXN SMILES: [H-].[Na+].Cl[CH2:4][CH2:5][S:6](Cl)(=[O:8])=[O:7].[CH:10]1([O:16][C:17]2[N:22]=[CH:21][C:20]([C:23]3[C:24]([NH2:29])=[N:25][CH:26]=[CH:27][N:28]=3)=[CH:19][CH:18]=2)[CH2:15][CH2:14][CH2:13][CH2:12][CH2:11]1>C1COCC1>[CH:10]1([O:16][C:17]2[N:22]=[CH:21][C:20]([C:23]3[C:24]4=[N:29][S:6](=[O:8])(=[O:7])[CH2:5][CH2:4][N:25]4[CH:26]=[CH:27][N:28]=3)=[CH:19][CH:18]=2)[CH2:11][CH2:12][CH2:13][CH2:14][CH2:15]1 |f:0.1|. Procedure details: To a suspension of NaH (60%, 246 mg) in THF (dry) (10 mL) was added 2-chloroethanesulfonyl chloride (0.388 mL) at 0° C. and the mixture was stirred for 10 min at the same temperature. A solution of 3-[6-(cyclohexyloxy)pyridin-3-yl]pyrazin-2-amine (332 mg) in THF (dry) (10 mL) was added at 0° C. and the mixture was stirred at room temperature under nitrogen for 1 day. The mixture was quenched with water at 0° C. carefully. EtOAc and THF were added and the organic layer was separated, washed with ... The reactants are CN(C)C=O, C=C[Sn](CCCC)(CCCC)CCCC, FC(F)(F)c1cc(Cl)c(-n2cc(I)c(-c3ccccc3)n2)c(Cl)c1, c1ccc(P(c2ccccc2)(c2ccccc2)[Pd](P(c2ccccc2)(c2ccccc2)c2ccccc2)(P(c2ccccc2)(c2ccccc2)c2ccccc2)P(c2ccccc2)(c2ccccc2)c2ccccc2)cc1. The product is C=Cc1cn(-c2c(Cl)cc(C(F)(F)F)cc2Cl)nc1-c1ccccc1. Reaction SMILES: [CH3:40][N:41]([CH3:42])[CH:43]=[O:44].[CH:25](=[CH2:26])[Sn:27]([CH2:28][CH2:29][CH2:30][CH3:31])([CH2:32][CH2:33][CH2:34][CH3:35])[CH2:36][CH2:37][CH2:38][CH3:39].[Cl:1][c:2]1[c:3](-[n:13]2[n:14][c:15](-[c:19]3[cH:20][cH:21][cH:22][cH:23][cH:24]3)[c:16]([I:18])[cH:17]2)[c:4]([Cl:12])[cH:5][c:6]([C:8]([F:9])([F:10])[F:11])[cH:7]1.[cH:45]1[cH:46][cH:47][c:48]([P:49]([Pd:50]([P:51]([c:52]2[cH:53][cH:54][cH:55][cH:56][cH:57]2)([c:58]2[cH:59][cH:60][cH:61][cH:62][cH:63]2)[c:64]2[cH:65][cH:66][cH:67][cH:68][cH:69]2)([P:70]([c:71]2[cH:72][cH:73][cH:74][cH:75][cH:76]2)([c:77]2[cH:78][cH:79][cH:80][cH:81][cH:82]2)[c:83]2[cH:84][cH:85][cH:86][cH:87][cH:88]2)[P:89]([c:90]2[cH:91][cH:92][cH:93][cH:94][cH:95]2)([c:96]2[cH:97][cH:98][cH:99][cH:100][cH:101]2)[c:102]2[cH:103][cH:104][cH:105][cH:106][cH:107]2)([c:108]2[cH:109][cH:110][cH:111][cH:112][cH:113]2)[c:114]2[cH:115][cH:116][cH:117][cH:118][cH:119]2)[cH:120][cH:121]1>>[Cl:1][c:2]1[c:3](-[n:13]2[n:14][c:15](-[c:19]3[cH:20][cH:21][cH:22][cH:23][cH:24]3)[c:16]([CH:25]=[CH2:26])[cH:17]2)[c:4]([Cl:12])[cH:5][c:6]([C:8]([F:9])([F:10])[F:11])[cH:7]1. Reaction conditions: time 1 hour. Reported procedure: A solution of N-(4-(2-(ethylamino)ethyl)-3,4-dihydro-2H-benzo[b][1,4]thiazin-7-yl)thiophene-2-carboximidamide (0.142 g, 0.410 mmol) in dry methanol (5 mL) was treated with hydrochloric acid (1M in ether; 2.049 mL, 2.049 mmol) and stirred at room temperature for 1 hour. The reaction was then concentrated to give a yellow solid. 1H-NMR (DMSO-d6) δ 11.22 (brs, 1H) 9.68 (brs, 1H), 9.32 (brs, 2H), 8.69 (brs, 1H), 8.15-8.11 (m, 2H), 7.36 (pseudo t, J=7.2 Hz, 1H), 7.06-6.99 (m, 3H), 3.70-3.60 (overlap ... Yields the product Cl.Cl.C(C)NCCN1C2=C(SCC1)C=C(C=C2)NC(=N)C=2SC=CC2 (N-(4-(2-(Ethylamino)ethyl)-3,4-dihydro-2H-benzo[b][1,4]thiazin-7-yl)thiophene-2-carboximidamide dihydrochloride). Reactants: C(C)NCCN1C2=C(SCC1)C=C(C=C2)NC(=N)C=2SC=CC2 (N-(4-(2-(ethylamino)ethyl)-3,4-dihydro-2H-benzo[b][1,4]thiazin-7-yl)thiophene-2-carboximidamide), Cl (hydrochloric acid). Solvent: CO (methanol). RXN SMILES: [CH2:1]([NH:3][CH2:4][CH2:5][N:6]1[CH2:11][CH2:10][S:9][C:8]2[CH:12]=[C:13]([NH:16][C:17]([C:19]3[S:20][CH:21]=[CH:22][CH:23]=3)=[NH:18])[CH:14]=[CH:15][C:7]1=2)[CH3:2].[ClH:24]>CO>[ClH:24].[ClH:24].[CH2:1]([NH:3][CH2:4][CH2:5][N:6]1[CH2:11][CH2:10][S:9][C:8]2[CH:12]=[C:13]([NH:16][C:17]([C:19]3[S:20][CH:21]=[CH:22][CH:23]=3)=[NH:18])[CH:14]=[CH:15][C:7]1=2)[CH3:2] |f:3.4.5|.